Dataset: the Open Reaction Database (ORD), a public repository of structured organic reaction records. Task: describe an organic reaction: reactants, conditions, products, and yield Starting materials: C(C)(C)(C)OC(=O)NC1=C(C=CC=C1)N (1-(N-t-Butoxycarbonylamino)-2-aminobenzene), BrC1=C(C=C(C(=O)O)C=C1)F (4-bromo-3-fluorobenzoic acid). Product: BrC1=C(C=C(C(=O)NC2=C(C=CC=C2)NC(OC(C)(C)C)=O)C=C1)F (t-Butyl 2-[(4-bromo-3-fluorobenzoyl)amino]phenylcarbamate). RXN SMILES: [C:1]([O:5][C:6]([NH:8][C:9]1[CH:14]=[CH:13][CH:12]=[CH:11][C:10]=1[NH2:15])=[O:7])([CH3:4])([CH3:3])[CH3:2].[Br:16][C:17]1[CH:25]=[CH:24][C:20]([C:21](O)=[O:22])=[CH:19][C:18]=1[F:26]>>[Br:16][C:17]1[CH:25]=[CH:24][C:20]([C:21]([NH:15][C:10]2[CH:11]=[CH:12][CH:13]=[CH:14][C:9]=2[NH:8][C:6](=[O:7])[O:5][C:1]([CH3:4])([CH3:2])[CH3:3])=[O:22])=[CH:19][C:18]=1[F:26]. Procedure: 1-(N-t-butoxycarbonylamino)-2-aminobenzene (Method 17, 1.25 g, 6 mmol) was reacted with 4-bromo-3-fluorobenzoic acid (1.1 g, 5.0 mmol) in an analogous manner to that described in Method 16 to give the title compound, which was used without further purification; Mass Spectrum: (M+H+-Boc) 311.